This data is from the Open Reaction Database (ORD), a public repository of structured organic reaction records. The task is: describe an organic reaction: reactants, conditions, products, and yield The reactants are C12C(CC(CC1)CC2)C(=O)Cl (2-Bicyclo[2.2.2]octanecarbonyl chloride), N[C@@H]1CN(CC1)CCC1=CC=C(C=C1)F ((S)-3-amino-1-(2-(4-fluorophenyl)ethyl)pyrrolidine). The product is FC1=CC=C(C=C1)CCN1CC(CC1)NC(=O)[C@@H]1C2CCC(C1)CC2 ((S)-N-(1-(2-(4-fluorophenyl)ethyl)pyrrolidin-3-yl)-2-bicyclo[2.2.2]octanecarboxamide). Reaction SMILES: [CH:1]12[CH2:8][CH2:7][CH:4]([CH2:5][CH2:6]1)[CH2:3][CH:2]2[C:9](Cl)=[O:10].[NH2:12][C@H:13]1[CH2:17][CH2:16][N:15]([CH2:18][CH2:19][C:20]2[CH:25]=[CH:24][C:23]([F:26])=[CH:22][CH:21]=2)[CH2:14]1>>[F:26][C:23]1[CH:24]=[CH:25][C:20]([CH2:19][CH2:18][N:15]2[CH2:16][CH2:17][CH:13]([NH:12][C:9]([C@H:2]3[CH2:3][CH:4]4[CH2:7][CH2:8][CH:1]3[CH2:6][CH2:5]4)=[O:10])[CH2:14]2)=[CH:21][CH:22]=1. Reported procedure: 2-Bicyclo[2.2.2]octanecarbonyl chloride and (S)-3-amino-1-(2-(4-fluorophenyl)ethyl)pyrrolidine were reacted under the same conditions as in Example 53 to give (S)-N-(1-(2-(4-fluorophenyl)ethyl)pyrrolidin-3-yl)-2-bicyclo[2.2.2]octanecarboxamide. Starting materials: CC(C)CBr, O=C([O-])[O-], COc1ccc(-n2nc(O)cc2-c2ccc(OCc3ccccc3)cc2)cc1, [K+], [K+], CN(C)C=O, O. Yields the product COc1ccc(-n2nc(OCC(C)C)cc2-c2ccc(OCc3ccccc3)cc2)cc1. Reaction SMILES: [Br:29][CH2:30][CH:31]([CH3:32])[CH3:33].[C:34](=[O:35])([O-:36])[O-:37].[CH2:1]([c:2]1[cH:3][cH:4][cH:5][cH:6][cH:7]1)[O:8][c:9]1[cH:10][cH:11][c:12](-[c:15]2[cH:16][c:17]([OH:28])[n:18][n:19]2-[c:20]2[cH:21][cH:22][c:23]([O:26][CH3:27])[cH:24][cH:25]2)[cH:13][cH:14]1.[K+:38].[K+:39].[O:41]=[CH:42][N:43]([CH3:44])[CH3:45].[OH2:40]>>[CH2:1]([c:2]1[cH:3][cH:4][cH:5][cH:6][cH:7]1)[O:8][c:9]1[cH:10][cH:11][c:12](-[c:15]2[cH:16][c:17]([O:28][CH2:30][CH:31]([CH3:32])[CH3:33])[n:18][n:19]2-[c:20]2[cH:21][cH:22][c:23]([O:26][CH3:27])[cH:24][cH:25]2)[cH:13][cH:14]1. Starting materials: Br[C@@]12[C@]3(CCC(C=C3CC[C@H]1[C@@H]1CCC([C@@]1(C)C[C@@H]2O)=O)=O)C (9α-Bromo-11β-hydroxyandrost-4-ene-3,17-dione). Run in C1CCOC1 (THF). Run at time 2.2 hour. Product: O[C@@H]1[C@@H]2[C@]3(CCC(C=C3CC[C@H]2[C@@H]2CCC([C@@]2(C)C1)=O)=O)C (11β-Hydroxyandrost-4-ene-3,17-dione). As a reaction SMILES: Br[C@:2]12[C@@H:19]([OH:20])[CH2:18][C@@:16]3([CH3:17])[C@@H:12]([CH2:13][CH2:14][C:15]3=[O:21])[C@@H:11]1[CH2:10][CH2:9][C:8]1[C@:3]2([CH3:23])[CH2:4][CH2:5][C:6](=[O:22])[CH:7]=1>C1COCC1>[OH:20][C@H:19]1[CH2:18][C@@:16]2([CH3:17])[C@@H:12]([CH2:13][CH2:14][C:15]2=[O:21])[C@H:11]2[C@H:2]1[C@:3]1([CH3:23])[C:8]([CH2:9][CH2:10]2)=[CH:7][C:6](=[O:22])[CH2:5][CH2:4]1. Procedure: 9α-Bromo-11β-hydroxyandrost-4-ene-3,17-dione (I, PREPARATION 2, 2.134 g) is dissolved in THF (THF 20ml) and degassed as described in EXAMPLE 1. This solution is added dropwise over 20 min to a freshly degassed slurry of chromic chloride hexahydrate (81 mg), thiovanic acid (0.70 ml) and zinc dust (555 mg) in DMF (4 ml) at 0° THF (about 8 ml) is used for rinse purposes. The slurry is stirred at 0° to 2° for 2.2 hr and then is slowly heated to 50°. The THF is removed by vacuum distillation and the ... The reactants are COC1=C(C=CC(=C1)CNCCCNCCCCNCCCN)O.C(C)(=O)OC1(C(OC2=C(C1)C=CC(=C2)OC(C)CCCC2=CC=CC=C2)(C)C)CCCO (dl-5 acetoxy-3-(3-hydroxypropyl)-2,2-dimethyl-7-(5-phenyl-2-pentyloxy)-3,4-dihydro-2H-benzopyran), CS(=O)(=O)Cl (Methanesulfonyl chloride). The solvent is N1=CC=CC=C1 (pyridine). Reaction conditions: temperature 5 celsius. The product is COC1=C(C=CC(=C1)CNCCCNCCCCNCCCN)O.C(C)(=O)OC1(C(OC2=C(C1)C=CC(=C2)OC(C)CCCC2=CC=CC=C2)(C)C)CCCOS(=O)(=O)C (dl-5 Acetoxy-3-(3-methanesulfonyloxypropyl)-2,2-dimethyl-7-(5-phenyl-2-pentyloxy)-3,4-dihydro-2H-benzopyran). Reaction SMILES: [CH3:1][O:2][C:3]1[CH:8]=[C:7]([CH2:9][NH:10][CH2:11][CH2:12][CH2:13][NH:14][CH2:15][CH2:16][CH2:17][CH2:18][NH:19][CH2:20][CH2:21][CH2:22][NH2:23])[CH:6]=[CH:5][C:4]=1[OH:24].[C:25]([O:28][C:29]1([CH2:53][CH2:54][CH2:55][OH:56])[CH2:34][C:33]2[CH:35]=[CH:36][C:37]([O:39][CH:40]([CH2:42][CH2:43][CH2:44][C:45]3[CH:50]=[CH:49][CH:48]=[CH:47][CH:46]=3)[CH3:41])=[CH:38][C:32]=2[O:31][C:30]1([CH3:52])[CH3:51])(=[O:27])[CH3:26].[CH3:57][S:58](Cl)(=[O:60])=[O:59]>N1C=CC=CC=1>[CH3:1][O:2][C:3]1[CH:8]=[C:7]([CH2:9][NH:10][CH2:11][CH2:12][CH2:13][NH:14][CH2:15][CH2:16][CH2:17][CH2:18][NH:19][CH2:20][CH2:21][CH2:22][NH2:23])[CH:6]=[CH:5][C:4]=1[OH:24].[C:25]([O:28][C:29]1([CH2:53][CH2:54][CH2:55][O:56][S:58]([CH3:57])(=[O:60])=[O:59])[CH2:34][C:33]2[CH:35]=[CH:36][C:37]([O:39][CH:40]([CH2:42][CH2:43][CH2:44][C:45]3[CH:46]=[CH:47][CH:48]=[CH:49][CH:50]=3)[CH3:41])=[CH:38][C:32]=2[O:31][C:30]1([CH3:51])[CH3:52])(=[O:27])[CH3:26] |f:0.1,4.5|. Procedure: To 1.823 g (4.15 mmole) dl-5-acetoxy-3-(3-hydroxypropyl)-2,2-dimethyl-7-(5-phenyl-2-pentyloxy)-3,4-dihydro-2H-benzopyran was added 20 ml of pyridine, the mixture stirred under nitrogen to affect solution and cooled to 5° C. Methanesulfonyl chloride, 520 mg (4.56 mmole), was added, the resulting mixture stirred at 5°-10° C. for 20 minutes, then allowed to warm to room temperature and stirred for an additional 50 minutes. The mixture was concentrated in vacuo and the residual oil taken up in ethyl... Reactants: CN1N=CC=C1B(O)O ((1-Methyl-1H-pyrazol-5-yl)boronic acid), BrC1=CC=C(C=C1)C (1-bromo-4-methylbenzene), C([O-])([O-])=O.[Na+].[Na+] (sodium carbonate). Reagents/catalysts: Cl[Pd]([P](C1=CC=CC=C1)(C2=CC=CC=C2)C3=CC=CC=C3)([P](C4=CC=CC=C4)(C5=CC=CC=C5)C6=CC=CC=C6)Cl (dichlorobis(triphenylphosphine)palladium(II)). The solvent is O (water), COCCOC (1,2-dimethoxyethane). Reaction conditions: temperature 80 celsius. Yields the product CN1N=CC=C1C1=CC=C(C=C1)C (1-methyl-5-(4-methylphenyl)-1H-pyrazole). Reaction SMILES: [CH3:1][N:2]1[C:6](B(O)O)=[CH:5][CH:4]=[N:3]1.Br[C:11]1[CH:16]=[CH:15][C:14]([CH3:17])=[CH:13][CH:12]=1.C(=O)([O-])[O-].[Na+].[Na+]>O.COCCOC.Cl[Pd](Cl)([P](C1C=CC=CC=1)(C1C=CC=CC=1)C1C=CC=CC=1)[P](C1C=CC=CC=1)(C1C=CC=CC=1)C1C=CC=CC=1>[CH3:1][N:2]1[C:6]([C:11]2[CH:16]=[CH:15][C:14]([CH3:17])=[CH:13][CH:12]=2)=[CH:5][CH:4]=[N:3]1 |f:2.3.4,^1:33,52|. Procedure: (1-Methyl-1H-pyrazol-5-yl)boronic acid (2.0 g, 16 mmol), 1-bromo-4-methylbenzene (1.96 mL, 15.9 mmol), sodium carbonate (5.05 g, 47.6 mmol) and dichlorobis(triphenylphosphine)palladium(II) (557 mg, 0.794 mmol) were combined in a mixture of water (20 mL) and 1,2-dimethoxyethane (100 mL), and heated at 80° C. for 18 hours. After the reaction mixture had cooled, it was filtered through Celite, and concentrated in vacuo. The residue was partitioned between water and ethyl acetate, and the aqueous la... Reactants: C(C)OC(=O)C=1N=CC2=CC(=CC=C2C1O)OC=1C=NC=CC1 (4-hydroxy-7-(pyridin-3-yloxy)-isoquinoline-3-carboxylic acid ethyl ester), NCCC(=O)O (3-amino-propionic acid), C[O-].[Na+] (NaOMe). The product is OC1=C(N=CC2=CC(=CC=C12)OC=1C=NC=CC1)C(=O)NCCC(=O)O (3-{[4-Hydroxy-7-(pyridin-3-yloxy)-isoquinoline-3-carbonyl]amino}-propionic acid). Isolated yield 84.4%. As a reaction SMILES: C(O[C:4]([C:6]1[N:7]=[CH:8][C:9]2[C:14]([C:15]=1[OH:16])=[CH:13][CH:12]=[C:11]([O:17][C:18]1[CH:19]=[N:20][CH:21]=[CH:22][CH:23]=1)[CH:10]=2)=[O:5])C.[NH2:24][CH2:25][CH2:26][C:27]([OH:29])=[O:28].C[O-].[Na+]>>[OH:16][C:15]1[C:14]2[C:9](=[CH:10][C:11]([O:17][C:18]3[CH:19]=[N:20][CH:21]=[CH:22][CH:23]=3)=[CH:12][CH:13]=2)[CH:8]=[N:7][C:6]=1[C:4]([NH:24][CH2:25][CH2:26][C:27]([OH:29])=[O:28])=[O:5] |f:2.3|. Procedure details: A mixture of 4-hydroxy-7-(pyridin-3-yloxy)-isoquinoline-3-carboxylic acid ethyl ester (26 mg), 3-amino-propionic acid (30 mg) and NaOMe (0.50 mL, 0.5 M solution in MeOH) was microwaved at 130° C. for 1 h; then cooled, concentrated, residue was dissolved in water, acidified with 2 M HCl; solids were collected via filtration, washed with water and air dried to give the desired product (25 mg). LC MS ESI: 354 (M+1)+.